This data is from the Open Reaction Database (ORD), a public repository of structured organic reaction records. The task is: describe an organic reaction: reactants, conditions, products, and yield Reactants: C(C)OC(=O)C1=CN=C(C2=CC(=C(C=C12)OC)OC)CC1=CC=CC=C1 (1-benzyl-6,7-dimethoxyisoquinoline-4-carboxylic acid ethyl ester), [Se](=O)=O (selenium dioxide). Run in C(C)(=O)O (acetic acid). The product is C(C)OC(=O)C1=CN=C(C2=CC(=C(C=C12)OC)OC)C(C1=CC=CC=C1)=O (1-benzoyl-6,7-dimethoxyisoquinoline-4-carboxylic acid ethyl ester). The yield is 87.1%. As a reaction SMILES: [CH2:1]([O:3][C:4]([C:6]1[C:15]2[C:10](=[CH:11][C:12]([O:18][CH3:19])=[C:13]([O:16][CH3:17])[CH:14]=2)[C:9]([CH2:20][C:21]2[CH:26]=[CH:25][CH:24]=[CH:23][CH:22]=2)=[N:8][CH:7]=1)=[O:5])[CH3:2].[Se](=O)=[O:28]>C(O)(=O)C>[CH2:1]([O:3][C:4]([C:6]1[C:15]2[C:10](=[CH:11][C:12]([O:18][CH3:19])=[C:13]([O:16][CH3:17])[CH:14]=2)[C:9]([C:20](=[O:28])[C:21]2[CH:22]=[CH:23][CH:24]=[CH:25][CH:26]=2)=[N:8][CH:7]=1)=[O:5])[CH3:2]. Reported procedure: The above 1-benzyl-6,7-dimethoxyisoquinoline-4-carboxylic acid ethyl ester (77.1 mg, 0.22 mmol) was dissolved in 5 ml of acetic acid. Then selenium dioxide (36.6 mg, 1.50 eq) was added and the mixture was refluxed for 1 hr until no more starting material was left. The mixture was evaporated to dryness and the residue was extracted with ethyl acetate and sodium bicarbonate solution. The organic layer was dried over sodium sulfate and then concentrated. The residue was dissolved in 5 ml of ethyl a... Reactants: OCC1=CC=C(C=C1)CCNC(OCC1=CC=CC=C1)=O (benzyl {2-[4-(hydroxymethyl)phenyl]ethyl}carbamate), C1(=CC=CC=C1)P(C1=CC=CC=C1)C1=CC=CC=C1 (triphenylphosphine), C(Br)(Br)(Br)Br (carbon tetrabromide). The solvent is C(C)#N (acetonitrile), C(C)(=O)OCC (ethyl acetate). Yields the product C(C1=CC=CC=C1)OC(NCCC1=CC=C(C=C1)CBr)=O (benzyl{2-[4-(bromomethyl)phenyl]ethyl}carbamate). The yield is 78.7%. Reaction SMILES: O[CH2:2][C:3]1[CH:8]=[CH:7][C:6]([CH2:9][CH2:10][NH:11][C:12](=[O:21])[O:13][CH2:14][C:15]2[CH:20]=[CH:19][CH:18]=[CH:17][CH:16]=2)=[CH:5][CH:4]=1.C1(P(C2C=CC=CC=2)C2C=CC=CC=2)C=CC=CC=1.C(Br)(Br)(Br)[Br:42]>C(#N)C.C(OCC)(=O)C>[CH2:14]([O:13][C:12](=[O:21])[NH:11][CH2:10][CH2:9][C:6]1[CH:7]=[CH:8][C:3]([CH2:2][Br:42])=[CH:4][CH:5]=1)[C:15]1[CH:20]=[CH:19][CH:18]=[CH:17][CH:16]=1. Procedure: A solution of benzyl {2-[4-(hydroxymethyl)phenyl]ethyl}carbamate (1 g), triphenylphosphine (0.97 g) and carbon tetrabromide (1.2 g) in acetonitrile (1 ml) was stirred overnight at room temperature. The reaction mixture was diluted with ethyl acetate, washed with water and saturated brine, dried over magnesium sulfate, and concentrated under reduced pressure. The residue was purified by column chromatography [developing solvent:ethyl acetate-hexane (1:5, volume ratio)] and crystallized from hexan...